From a dataset of the Open Reaction Database (ORD), a public repository of structured organic reaction records. describe an organic reaction: reactants, conditions, products, and yield The reactants are CCCCCOc1ccc(-c2ccc(-c3ccc(C(=O)O)cc3)cc2)cc1, CCOC(C)=O, C(=NC1CCCCC1)=NC1CCCCC1, Oc1c(F)c(F)c(F)c(F)c1F. Product: CCCCCOc1ccc(-c2ccc(-c3ccc(C(=O)Oc4c(F)c(F)c(F)c(F)c4F)cc3)cc2)cc1. Reaction SMILES: [CH2:1]([CH2:2][CH2:3][CH2:4][CH3:5])[O:6][c:7]1[cH:8][cH:9][c:10](-[c:13]2[cH:14][cH:15][c:16](-[c:19]3[cH:20][cH:21][c:22]([C:25](=[O:26])[OH:27])[cH:23][cH:24]3)[cH:17][cH:18]2)[cH:11][cH:12]1.[CH3:55][CH2:56][O:57][C:58](=[O:59])[CH3:60].[CH:28]1([N:29]=[C:30]=[N:31][CH:32]2[CH2:33][CH2:34][CH2:35][CH2:36][CH2:37]2)[CH2:38][CH2:39][CH2:40][CH2:41][CH2:42]1.[F:43][c:44]1[c:45]([F:54])[c:46]([F:53])[c:47]([F:52])[c:48]([F:51])[c:49]1[OH:50]>>[CH2:1]([CH2:2][CH2:3][CH2:4][CH3:5])[O:6][c:7]1[cH:8][cH:9][c:10](-[c:13]2[cH:14][cH:15][c:16](-[c:19]3[cH:20][cH:21][c:22]([C:25](=[O:26])[O:27][c:49]4[c:44]([F:43])[c:45]([F:54])[c:46]([F:53])[c:47]([F:52])[c:48]4[F:51])[cH:23][cH:24]3)[cH:17][cH:18]2)[cH:11][cH:12]1. The reactants are CO, CC1CCN(CCOc2ccc(N)cc2Cl)CC1, O=C(O)C#Cc1ccc(C(F)(F)F)cc1Cl, ClCCl. Yields the product CC1CCN(CCOc2ccc(NC(=O)C#Cc3ccc(C(F)(F)F)cc3Cl)cc2Cl)CC1. As a reaction SMILES: [CH3:35][OH:36].[Cl:17][c:18]1[cH:19][c:20]([NH2:34])[cH:21][cH:22][c:23]1[O:24][CH2:25][CH2:26][N:27]1[CH2:28][CH2:29][CH:30]([CH3:33])[CH2:31][CH2:32]1.[Cl:1][c:2]1[c:3]([C:12]#[C:13][C:14](=[O:15])[OH:16])[cH:4][cH:5][c:6]([C:8]([F:9])([F:10])[F:11])[cH:7]1.[Cl:37][CH2:38][Cl:39]>>[Cl:1][c:2]1[c:3]([C:12]#[C:13][C:14](=[O:16])[NH:34][c:20]2[cH:19][c:18]([Cl:17])[c:23]([O:24][CH2:25][CH2:26][N:27]3[CH2:28][CH2:29][CH:30]([CH3:33])[CH2:31][CH2:32]3)[cH:22][cH:21]2)[cH:4][cH:5][c:6]([C:8]([F:9])([F:10])[F:11])[cH:7]1.